Dataset: the Open Reaction Database (ORD), a public repository of structured organic reaction records. Task: describe an organic reaction: reactants, conditions, products, and yield Starting materials: FC=1C=C(CN(C(=O)C=2C=NN(C2C(F)(F)F)[C@@H]2CC[C@H](CC2)C(=O)OCC)CC(C2=NN(C=C2)COCC[Si](C)(C)C)=O)C=C(C1)F (ethyl trans-4-(4-((3,5-difluorobenzyl)(2-oxo-2-(1-((2-(trimethylsilyl)ethoxy)methyl)-1H-pyrazol-3-yl)ethyl)carbamoyl)-5-(trifluoromethyl)-1H-pyrazol-1-yl)cyclohexanecarboxylate), Cl (HCl). The solvent is O1CCOCC1 (1,4-dioxane). Run at temperature 80 celsius, time 2 hour. The product is FC=1C=C(CN(C(=O)C=2C=NN(C2C(F)(F)F)[C@@H]2CC[C@H](CC2)C(=O)O)CC(C2=NNC=C2)=O)C=C(C1)F (trans-4-(4-((3,5-difluorobenzyl)(2-oxo-2-(1H-pyrazol-3-yl)ethyl)carbamoyl)-5-(trifluoromethyl)-1H-pyrazol-1-yl)cyclohexanecarboxylic acid). Isolated yield 17.3%. Reaction SMILES: [F:1][C:2]1[CH:3]=[C:4]([CH:45]=[C:46]([F:48])[CH:47]=1)[CH2:5][N:6]([CH2:29][C:30](=[O:44])[C:31]1[CH:35]=[CH:34][N:33](COCC[Si](C)(C)C)[N:32]=1)[C:7]([C:9]1[CH:10]=[N:11][N:12]([C@H:18]2[CH2:23][CH2:22][C@H:21]([C:24]([O:26]CC)=[O:25])[CH2:20][CH2:19]2)[C:13]=1[C:14]([F:17])([F:16])[F:15])=[O:8].Cl>O1CCOCC1>[F:48][C:46]1[CH:45]=[C:4]([CH:3]=[C:2]([F:1])[CH:47]=1)[CH2:5][N:6]([CH2:29][C:30](=[O:44])[C:31]1[CH:35]=[CH:34][NH:33][N:32]=1)[C:7]([C:9]1[CH:10]=[N:11][N:12]([C@H:18]2[CH2:23][CH2:22][C@H:21]([C:24]([OH:26])=[O:25])[CH2:20][CH2:19]2)[C:13]=1[C:14]([F:15])([F:16])[F:17])=[O:8]. Procedure details: To a stirred solution of compound 8-3 (75 mg, 0.107 mmol) in 1,4-dioxane (2 mL) was added HCl (12 M, 0.5 mL). The mixture was stirred at 80° C. for 2 h. The solvent was removed under reduced pressure. The residue was dissolved in 1,4-dioxane (2 mL) and NH4OH (0.5 mL) was added. The reaction mixture was stirred at room temperature for 2 h. The solvent was removed under reduced pressure and the residue was purified by reverse phase column chromatography (C18 silica gel, 70% CH3CN/water as eluent) ... The reactants are C(C)(C)(C)OC(=O)N1C2C(CC1=O)CC1=CC=CC=C12 (2-oxo-3,3a,4,8b-tetrahydro-2H-indeno[1,2-b]pyrrole-1-carboxylic acid tert-butyl ester), [O-][Mn](=O)(=O)=O.[K+] (KMnO4). Solvent: CC(=O)C (acetone), O (water). Conditions: time 48 hour. Yields the product O=C1C[C@@H]2[C@H](N1C(=O)OC(C)(C)C)C1=CC=CC=C1C2=O (tert-butyl (3aR,8bS)-2,4-dioxo-3a,8b-dihydro-3H-indeno[1,2-b]pyrrole-1-carboxylate). RXN SMILES: [C:1]([O:5][C:6]([N:8]1[C:12](=[O:13])[CH2:11][CH:10]2[CH2:14][C:15]3[C:20]([CH:9]12)=[CH:19][CH:18]=[CH:17][CH:16]=3)=[O:7])([CH3:4])([CH3:3])[CH3:2].[O-:21][Mn](=O)(=O)=O.[K+]>CC(C)=O.O>[O:13]=[C:12]1[N:8]([C:6]([O:5][C:1]([CH3:4])([CH3:2])[CH3:3])=[O:7])[C@@H:9]2[C:20]3[C:15]([C:14](=[O:21])[C@@H:10]2[CH2:11]1)=[CH:16][CH:17]=[CH:18][CH:19]=3 |f:1.2|. Procedure details: To a solution of 2-oxo-3,3a,4,8b-tetrahydro-2H-indeno[1,2-b]pyrrole-1-carboxylic acid tert-butyl ester F1 (5.00 g, 18.2 mmol) in acetone (90 mL) and water (20 mL) was added KMnO4 (14.7 g, 93 mmol). The solution was stirred for 48 h at room temperature and filtered. The solution was concentrated to half the volume and sodium thiosulfate solution was added (2%, 50 mL). The solution was extracted with ethylacetate, washed with brine, dried and concentrated. The residue was purified by flash chromat...